This data is from the Open Reaction Database (ORD), a public repository of structured organic reaction records. The task is: describe an organic reaction: reactants, conditions, products, and yield The solvent is C(Cl)(Cl)Cl (chloroform). The reactants are N1=CC=CC=C1 (pyridine), 0.28, C(C)(=O)Cl (acetyl chloride), NC1=CC=C(C=2C(C3=CC=CC=C3N(C12)C)=O)OC1=CC=CC=C1 (4-amino-N-methyl-1-phenoxyacridone). Procedure details: 1.3 ml (16 mmol) of pyridine and 0.28 (4 mmol) of acetyl chloride are added to a solution of 0.7 g (2 mmol) of 4-amino-N-methyl-1-phenoxyacridone in 20 ml of chloroform, and the mixture is stirred at room temperature for 6 hours. The solution is washed with hydrochloric acid (18%), water and saturated aqueous sodium chloride solution, dried using sodium sulphate and evaporated. The residue is washed with diethyl ether nad filtered off. Yield: 0.6 g (83%) melting point: 252°-254° C. Yields the product C(C)(=O)NC1=CC=C(C=2C(C3=CC=CC=C3N(C12)C)=O)OC1=CC=CC=C1 (4-Acetylamino-N-methyl-1-phenoxyacridone). Reaction conditions: time 6 hour. Reaction SMILES: N1C=CC=CC=1.[C:7](Cl)(=[O:9])[CH3:8].[NH2:11][C:12]1[C:25]2[N:24]([CH3:26])[C:23]3[C:18](=[CH:19][CH:20]=[CH:21][CH:22]=3)[C:17](=[O:27])[C:16]=2[C:15]([O:28][C:29]2[CH:34]=[CH:33][CH:32]=[CH:31][CH:30]=2)=[CH:14][CH:13]=1>C(Cl)(Cl)Cl>[C:7]([NH:11][C:12]1[C:25]2[N:24]([CH3:26])[C:23]3[C:18](=[CH:19][CH:20]=[CH:21][CH:22]=3)[C:17](=[O:27])[C:16]=2[C:15]([O:28][C:29]2[CH:30]=[CH:31][CH:32]=[CH:33][CH:34]=2)=[CH:14][CH:13]=1)(=[O:9])[CH3:8].